From a dataset of the Open Reaction Database (ORD), a public repository of structured organic reaction records. describe an organic reaction: reactants, conditions, products, and yield Reactants: 27, FC1=CC=C(C=C1)CC#N (4-fluorobenzeneacetonitrile), CN(C=O)C (N,N-dimethylformamide), [H-].[Na+] (sodium hydride), BrCCCCC (1-bromopentane). Run in O (water). Run at time 2 hour. Yields the product 21, FC1=CC=C(C=C1)C(C#N)CCCCC (4-fluoro-α-pentylbenzeneacetonitrile). Reaction SMILES: [F:1][C:2]1[CH:7]=[CH:6][C:5]([CH2:8][C:9]#[N:10])=[CH:4][CH:3]=1.CN(C)C=O.[H-].[Na+].Br[CH2:19][CH2:20][CH2:21][CH2:22][CH3:23]>O>[F:1][C:2]1[CH:7]=[CH:6][C:5]([CH:8]([CH2:19][CH2:20][CH2:21][CH2:22][CH3:23])[C:9]#[N:10])=[CH:4][CH:3]=1 |f:2.3|. Procedure details: To a stirred and cooled (ice-bath) solution of 27 parts of 4-fluorobenzeneacetonitrile in 180 parts of N,N-dimethylformamide are added 6.2 parts of sodium hydride dispersion 78% and the whole is stirred for 1 hour while cooling. Then there are added dropwise 31 parts of 1-bromopentane. Upon completion, stirring is continued for 2 hours at room temperature. The reaction mixture is poured onto 1000 parts of water and the product is extracted twice with 2,2'-oxybispropane. The combined extracts are... Starting materials: NC1=CC=C(OC2=CC=NC3=CC(=C(C=C23)C#N)OCCOC)C=C1 (4-(4-aminophenoxy)-6-cyano-7-(2-methoxyethoxy)quinoline), CC1=CC(=NO1)NC(OC1=CC=CC=C1)=O (phenyl N-(5-methylisoxazol-3-yl)carbamate), C(C)(C)N(CC)C(C)C (diisopropylethylamine). Solvent: C1(=CC=CC=C1)C (toluene). The product is C(#N)C=1C=C2C(=CC=NC2=CC1OCCOC)OC1=CC=C(C=C1)NC(=O)NC1=NOC(=C1)C (N-(4-(6-Cyano-7-(2-methoxyethoxy)-4-quinolyl)oxyphenyl)-N′-(5-methylisoxazol-3-yl)urea). The yield is 87.6%. As a reaction SMILES: [NH2:1][C:2]1[CH:25]=[CH:24][C:5]([O:6][C:7]2[C:16]3[C:11](=[CH:12][C:13]([O:19][CH2:20][CH2:21][O:22][CH3:23])=[C:14]([C:17]#[N:18])[CH:15]=3)[N:10]=[CH:9][CH:8]=2)=[CH:4][CH:3]=1.[CH3:26][C:27]1[O:31][N:30]=[C:29]([NH:32][C:33](=O)[O:34]C2C=CC=CC=2)[CH:28]=1.C(N(C(C)C)CC)(C)C>C1(C)C=CC=CC=1>[C:17]([C:14]1[CH:15]=[C:16]2[C:11](=[CH:12][C:13]=1[O:19][CH2:20][CH2:21][O:22][CH3:23])[N:10]=[CH:9][CH:8]=[C:7]2[O:6][C:5]1[CH:4]=[CH:3][C:2]([NH:1][C:33]([NH:32][C:29]2[CH:28]=[C:27]([CH3:26])[O:31][N:30]=2)=[O:34])=[CH:25][CH:24]=1)#[N:18]. Procedure: The 4-(4-aminophenoxy)-6-cyano-7-(2-methoxyethoxy)quinoline (100 mg) synthesized in Production Example 10 and phenyl N-(5-methylisoxazol-3-yl)carbamate (72 mg) were added to toluene (5 ml), and then diisopropylethylamine (0.50 ml) was added and the mixture was heated to reflux for 2 hours. After cooling, the precipitated crystals were filtered and washed with an ethyl acetate/toluene (1/1) mixed solvent to obtain the title compound (120 mg). As a reaction SMILES: Br[N:2]1[C:6](=[O:7])[CH2:5][CH2:4][C:3]1=O.[C:9]1([CH3:16])C=CC=C(Cl)[CH:10]=1.[CH3:17][O:18][C:19]1[C:20](N)=[CH:21][CH:22]=[CH:23][CH:24]=1.[OH-].[Na+].[C:28](=O)([O-])[O-:29].[Ca+2].[BH4-].[Na+].[Cl-].[NH4+]>C(Cl)(Cl)(Cl)Cl.CO.CC(N=NC(C#N)(C)C)(C#N)C.CC(C)=O.C1COCC1.O1CCOCC1.O>[OH:29][CH2:28][C:3]1[CH:4]=[C:5]([CH:10]=[CH:9][CH:16]=1)[C:6]([NH:2][C:24]1[CH:23]=[CH:22][CH:21]=[CH:20][C:19]=1[O:18][CH3:17])=[O:7] |f:3.4,5.6,7.8,9.10,16.17|. Reactants: BrN1C(CCC1=O)=O (N-Bromosuccinimide), solution, C([O-])([O-])=O.[Ca+2] (calcium carbonate), [Cl-].[NH4+] (ammonium chloride), [BH4-].[Na+] (sodium borohydride), C1(=CC(=CC=C1)Cl)C (m-toluyl chloride), COC=1C(=CC=CC1)N (o-anisidine), [OH-].[Na+] (sodium hydroxide). Procedure: N-Bromosuccinimide (1.29 g, 7.2 mmol) and AIBN (50 mg, 0.30 mmol) were suspended in carbon tetrachloride (80 ml), mixed with m-toluyl chloride (0.8 ml, 6.0 mmol) and then heated under reflux for 4 hours while exposing to light. After concentrating the reaction solution to 1/3 volume, insoluble materials were removed by filtration. To the resulting filtrate cooled in an ice bath were added dropwise o-anisidine (0.69 ml, 6 mmol) and 20% sodium hydroxide aqueous solution (5 ml) in that order. The r... Solvent: CO (methanol), O1CCOCC1.O (dioxane water), CC(=O)C (acetone), C1CCOC1 (THF), C(Cl)(Cl)(Cl)Cl (carbon tetrachloride). The reagents and catalysts are CC(C)(C#N)N=NC(C)(C)C#N (AIBN). Product: OCC=1C=C(C(=O)NC2=C(C=CC=C2)OC)C=CC1 (3-Hydroxymethyl-N-(2-methoxyphenyl)benzamide). Reaction conditions: time 20 minute. Isolated yield 66.1%. Solvent: C(C)N(CC)CC (triethylamine). Yield: 68.0%. The reagents and catalysts are Cl[Pd]([P](C1=CC=CC=C1)(C2=CC=CC=C2)C3=CC=CC=C3)([P](C4=CC=CC=C4)(C5=CC=CC=C5)C6=CC=CC=C6)Cl ((Ph3P)2PdCl2), [Cu]I (CuI). Reaction SMILES: I[C:2]1[S:3][C:4]2[NH:5][C:6](=[O:15])[C:7]3[CH:8]=[CH:9][CH:10]=[CH:11][C:12]=3[C:13]=2[N:14]=1.CN(C=O)C.[CH3:21][N:22]([CH3:26])[CH2:23][C:24]#[CH:25]>Cl[Pd](Cl)([P](C1C=CC=CC=1)(C1C=CC=CC=1)C1C=CC=CC=1)[P](C1C=CC=CC=1)(C1C=CC=CC=1)C1C=CC=CC=1.[Cu]I.C(N(CC)CC)C>[CH3:21][N:22]([CH3:26])[CH2:23][C:24]#[C:25][C:2]1[S:3][C:4]2[NH:5][C:6](=[O:15])[C:7]3[CH:8]=[CH:9][CH:10]=[CH:11][C:12]=3[C:13]=2[N:14]=1 |^1:29,48|. Procedure details: 2-Iodo-1,3-thiazolo[5,4-c]isoquinolin-5(4H)-one (0.1 g, 0.3 mmol), DMF (10 ml), 1-dimethylamino-2-propyne (0.25 g, 3.05 mmol), (Ph3P)2PdCl2 (10 mg), CuI (1 mg), and triethylamine (1.2 ml) were stirred at room temperature for 4 hours. The solvent was removed under reduced pressure and the mixture was chromatographed on SiO2 gel, eluting, with dichloromethane/methanol (98/2), to produce the title compound. Yield: 68% yield. The reactants are IC=1SC=2NC(C=3C=CC=CC3C2N1)=O (2-Iodo-1,3-thiazolo[5,4-c]isoquinolin-5(4H)-one), CN(C)C=O (DMF), CN(CC#C)C (1-dimethylamino-2-propyne). The product is CN(CC#CC=1SC=2NC(C=3C=CC=CC3C2N1)=O)C (2-[3-(Dimethylamino)prop-1-yn-1-yl]-1,3-thiazolo[5,4-c]isoquinolin-5(4H)-one). The reactants are ClC=1C=CC(=C(C=O)C1)OCC(CO)(C)C (5-Chloro-2-(3-hydroxy-2,2-dimethyl-propoxy)-benzaldehyde), ClC1=CC=C2CC(NC2=C1)=O (6-chloro-1,3-dihydro-indol-2-one), N1CCCC1 (pyrrolidine). Run in CO (methanol). Run at temperature 70 celsius. The product is ClC1=CC=C2/C(/C(NC2=C1)=O)=C/C1=C(C=CC(=C1)Cl)OCC(CO)(C)C (Z-6-Chloro-3-[5-chloro-2-(3-hydroxy-2,2-dimethyl-propoxy)-benzylidene]-1,3-dihydro-indol-2-one). Yield: 96.9%. As a reaction SMILES: [Cl:1][C:2]1[CH:3]=[CH:4][C:5]([O:10][CH2:11][C:12]([CH3:16])([CH3:15])[CH2:13][OH:14])=[C:6]([CH:9]=1)[CH:7]=O.[Cl:17][C:18]1[CH:26]=[C:25]2[C:21]([CH2:22][C:23](=[O:27])[NH:24]2)=[CH:20][CH:19]=1.N1CCCC1>CO>[Cl:17][C:18]1[CH:26]=[C:25]2[C:21](/[C:22](=[CH:7]/[C:6]3[CH:9]=[C:2]([Cl:1])[CH:3]=[CH:4][C:5]=3[O:10][CH2:11][C:12]([CH3:16])([CH3:15])[CH2:13][OH:14])/[C:23](=[O:27])[NH:24]2)=[CH:20][CH:19]=1. Procedure details: 5-Chloro-2-(3-hydroxy-2,2-dimethyl-propoxy)-benzaldehyde (2.4 g, 10 mmol) and 6-chloro-1,3-dihydro-indol-2-one (1.7 g, 10 mmol) were mixed in anhydrous methanol (20 mL). Then pyrrolidine (0.8 g, 11.2 mmol) was added slowly at r.t. The mixture was heated to 70° C. for 3 h and cooled to room temperature. Then the precipitate was collected by filtration to give title compound as yellow solid (Yield: 3.8 g).